From a dataset of the Open Reaction Database (ORD), a public repository of structured organic reaction records. describe an organic reaction: reactants, conditions, products, and yield Reactants: C1CCOC1, CCC(O)(c1cn(Cc2ccc3c(-c4ccc(F)cc4)cc(C(C)O)nc3c2)nn1)C(F)(F)F, [H-], CI, [Na+]. Yields the product CCC(O)(c1cn(Cc2ccc3c(-c4ccc(F)cc4)cc(C(C)OC)nc3c2)nn1)C(F)(F)F. As a reaction SMILES: [CH2:39]1[O:40][CH2:41][CH2:42][CH2:43]1.[F:1][C:2]([C:3]([CH2:4][CH3:5])([OH:6])[c:7]1[n:8][n:9][n:10]([CH2:12][c:13]2[cH:14][cH:15][c:16]3[c:17](-[c:26]4[cH:27][cH:28][c:29]([F:32])[cH:30][cH:31]4)[cH:18][c:19]([CH:23]([CH3:24])[OH:25])[n:20][c:21]3[cH:22]2)[cH:11]1)([F:33])[F:34].[H-:37].[I:35][CH3:36].[Na+:38]>>[F:1][C:2]([C:3]([CH2:4][CH3:5])([OH:6])[c:7]1[n:8][n:9][n:10]([CH2:12][c:13]2[cH:14][cH:15][c:16]3[c:17](-[c:26]4[cH:27][cH:28][c:29]([F:32])[cH:30][cH:31]4)[cH:18][c:19]([CH:23]([CH3:24])[O:25][CH3:36])[n:20][c:21]3[cH:22]2)[cH:11]1)([F:33])[F:34]. The reactants are OC1CN(CCC1C1=CC=C(C=C1)OCCCOCC1=C(C=CC=C1)OC)C(=O)OC(C)(C)C (tert-butyl 3-hydroxy-4-{4-[3-(2-methoxybenzyloxy)propoxy]phenyl}piperidine-1-carboxylate), ClCC=1C=CC(=C(C1)N(C(C)=O)CCCOC)C (N-(5-chloromethyl-2-methylphenyl)-N-(3-methoxypropyl)acetamide). Reported procedure: Analogously to Method D, 0.238 g of tert-butyl 3-hydroxy-4-{4-[3-(2-methoxybenzyloxy)propoxy]phenyl}piperidine-1-carboxylate and 0.147 g of N-(5-chloromethyl-2-methylphenyl)-N-(3-methoxypropyl)acetamide are reacted. The title compound is obtained as a slightly yellowish oil. Rf=0.12 (1:1 EtOAc-heptane); Rt=5.90. As a reaction SMILES: [OH:1][CH:2]1[CH:7]([C:8]2[CH:13]=[CH:12][C:11]([O:14][CH2:15][CH2:16][CH2:17][O:18][CH2:19][C:20]3[CH:25]=[CH:24][CH:23]=[CH:22][C:21]=3[O:26][CH3:27])=[CH:10][CH:9]=2)[CH2:6][CH2:5][N:4]([C:28]([O:30][C:31]([CH3:34])([CH3:33])[CH3:32])=[O:29])[CH2:3]1.Cl[CH2:36][C:37]1[CH:38]=[CH:39][C:40]([CH3:52])=[C:41]([N:43]([CH2:47][CH2:48][CH2:49][O:50][CH3:51])[C:44](=[O:46])[CH3:45])[CH:42]=1>>[C:44]([N:43]([CH2:47][CH2:48][CH2:49][O:50][CH3:51])[C:41]1[CH:42]=[C:37]([CH:38]=[CH:39][C:40]=1[CH3:52])[CH2:36][O:1][CH:2]1[CH:7]([C:8]2[CH:13]=[CH:12][C:11]([O:14][CH2:15][CH2:16][CH2:17][O:18][CH2:19][C:20]3[CH:25]=[CH:24][CH:23]=[CH:22][C:21]=3[O:26][CH3:27])=[CH:10][CH:9]=2)[CH2:6][CH2:5][N:4]([C:28]([O:30][C:31]([CH3:34])([CH3:33])[CH3:32])=[O:29])[CH2:3]1)(=[O:46])[CH3:45]. Yields the product C(C)(=O)N(C=1C=C(COC2CN(CCC2C2=CC=C(C=C2)OCCCOCC2=C(C=CC=C2)OC)C(=O)OC(C)(C)C)C=CC1C)CCCOC (tert-Butyl 3-{3-[acetyl-(3-methoxypropyl)amino]-4-methylbenzyloxy}-4-{4-[3-(2-methoxybenzyloxy)propoxy]phenyl}piperidine-1-carboxylate). Starting materials: C(C1=CC=CC=C1)N1CCC2(CC1)CNC=1N2N=C(C1C#N)C1=CC=C(C=C1)OC1=CC=CC=C1 (1′-benzyl-6-(4-phenoxyphenyl)-1,2-dihydrospiro[imidazo[1,2-b]pyrazole-3,4′-piperidine]-7-carbonitrile), ClCCC(=O)NC=1C=C(C=CC1)C1CCNC=2N1N=C(C2C(=O)N)C2=CC=C(C=C2)OC2=CC=CC=C2 (7-(3-(3-chloropropanamido)phenyl)-2-(4-phenoxyphenyl)-4,5,6,7-tetrahydropyrazolo[1,5-a]pyrimidine-3-carboxamide). Product: C(C1=CC=CC=C1)N1CCC2(CC1)CNC=1N2N=C(C1C(=O)N)C1=CC=C(C=C1)OC1=CC=CC=C1 (1′-Benzyl-6-(4-phenoxyphenyl)-1,2-dihydrospiro[imidazo[1,2-b]pyrazole-3,4′-piperidine]-7-carboxamide). Reaction SMILES: [CH2:1]([N:8]1[CH2:13][CH2:12][C:11]2([N:17]3[N:18]=[C:19]([C:23]4[CH:28]=[CH:27][C:26]([O:29][C:30]5[CH:35]=[CH:34][CH:33]=[CH:32][CH:31]=5)=[CH:25][CH:24]=4)[C:20]([C:21]#[N:22])=[C:16]3[NH:15][CH2:14]2)[CH2:10][CH2:9]1)[C:2]1[CH:7]=[CH:6][CH:5]=[CH:4][CH:3]=1.ClCCC(NC1C=C(C2N3N=C(C4C=CC(OC5C=CC=CC=5)=CC=4)C(C(N)=O)=C3NCC2)C=CC=1)=[O:40]>>[CH2:1]([N:8]1[CH2:9][CH2:10][C:11]2([N:17]3[N:18]=[C:19]([C:23]4[CH:24]=[CH:25][C:26]([O:29][C:30]5[CH:35]=[CH:34][CH:33]=[CH:32][CH:31]=5)=[CH:27][CH:28]=4)[C:20]([C:21]([NH2:22])=[O:40])=[C:16]3[NH:15][CH2:14]2)[CH2:12][CH2:13]1)[C:2]1[CH:3]=[CH:4][CH:5]=[CH:6][CH:7]=1. Procedure details: The desired product was prepared from 1′-benzyl-6-(4-phenoxyphenyl)-1,2-dihydrospiro[imidazo[1,2-b]pyrazole-3,4′-piperidine]-7-carbonitrile according to the procedure similar to step 2 for compound 2. 1H NMR (400 MHz, DMSO-d6) δ 7.63 (d, J=8.4 Hz, 2H), 7.45-7.39 (m, 3H), 7.37-7.31 (m, 4H), 7.16 (t, J=7.6 Hz, 1H), 7.12-6.94 (m, 4H), 6.43 (s, 1H), 3.78 (s, 2H), 3.55 (br s, 2H), 2.89-2.82 (m, 2H), 2.15-2.11 (m, 2H), 1.84-1.72 (m, 2H). MS (ESI, m/e) [M+1]+ 479.9. Starting materials: BrC1CN(CCN1)C1=CC=C(C=C1)F.CC(C=O)(C)C (3-Bromo-1-(4-fluorophenyl)piperazine 2,2-dimethylpropan-1-one), CN1CCNCC1 (N-Methylpiperazine). Solvent: CN1C(CCC1)=O (N-methylpyrrolidinone), C(Cl)Cl (DCM). Conditions: temperature 200 celsius, time 20 minute. Product: CC(C(=O)N1CCN(CC1)C1=CC=C(C=C1)F)(CN1CCN(CC1)C)C (1-[2,2-dimethyl-3-(4-methylpiperazin-1-yl)propanoyl]-4-(4-fluorophenyl)piperazine). The yield is 21.3%. RXN SMILES: Br[CH:2]1[NH:7][CH2:6][CH2:5][N:4]([C:8]2[CH:13]=[CH:12][C:11]([F:14])=[CH:10][CH:9]=2)[CH2:3]1.[CH3:15][C:16]([CH3:20])([CH3:19])[CH:17]=[O:18].[CH3:21][N:22]1[CH2:27][CH2:26][NH:25][CH2:24][CH2:23]1>CN1CCCC1=O.C(Cl)Cl>[CH3:15][C:16]([CH3:20])([CH2:19][N:25]1[CH2:26][CH2:27][N:22]([CH3:21])[CH2:23][CH2:24]1)[C:17]([N:7]1[CH2:6][CH2:5][N:4]([C:8]2[CH:13]=[CH:12][C:11]([F:14])=[CH:10][CH:9]=2)[CH2:3][CH2:2]1)=[O:18] |f:0.1|. Reported procedure: 3-Bromo-1-(4-fluorophenyl)piperazine-2,2-dimethylpropan-1-one (2.00 g, 5.83 mmol) was dissolved in N-methylpyrrolidinone (10 mL). N-Methylpiperazine (1.30 mL, 11.7 mmol) was added. The reaction mixture was split into four batches and each was heated at 200° C. for 15 minutes in a Biotage Initiator microwave at high absorption. The reaction mixtures were combined and dissolved in DCM (100 mL), and washed with water (2×80 mL), dried (MgSO4) and concentrated in vacuo. The resulting residue was puri... Product: CCOC(=O)CC(O)(c1cnc(S)s1)C(F)(F)F. The reactants are [Li]CCCC, C1CCOC1, CCOC(C)=O, O=C(c1cnc(S)s1)C(F)(F)F. Reaction SMILES: [CH2:1]([Li:2])[CH2:3][CH2:4][CH3:5].[CH2:24]1[O:25][CH2:26][CH2:27][CH2:28]1.[CH3:6][CH2:7][O:8][C:9](=[O:10])[CH3:11].[F:12][C:13]([C:14](=[O:15])[c:16]1[cH:17][n:18][c:19]([SH:21])[s:20]1)([F:22])[F:23]>>[CH3:6][CH2:7][O:8][C:9](=[O:10])[CH2:11][C:14]([C:13]([F:12])([F:22])[F:23])([OH:15])[c:16]1[cH:17][n:18][c:19]([SH:21])[s:20]1. Starting materials: O.NC=1C2=C(C=CC=C2N=C2CCCCC12)OC(C(=O)OC)C (methyl α-[(9-amino-1,2,3,4-tetrahydroacridin-8-yl)oxy]propionate hydrate), CC(C)([O-])C.[K+] (potassium t-butoxide), [Cl-].[NH4+] (ammonium chloride). The solvent is O1CCCC1 (tetrahydrofuran). Conditions: time 1 hour. Yields the product CC1OC2=C3C(NC1=O)=C1CCCCC1=NC3=CC=C2 (1,3,9,10,11,12-Hexahydro-3-methyl-2H-quino[4,3,2-ef][1,4]benzoxazepin-2-one). Yield: 93.0%. Reaction SMILES: O.[NH2:2][C:3]1[C:4]2[C:9]([N:10]=[C:11]3[C:16]=1[CH2:15][CH2:14][CH2:13][CH2:12]3)=[CH:8][CH:7]=[CH:6][C:5]=2[O:17][CH:18]([CH3:23])[C:19](OC)=[O:20].CC(C)([O-])C.[K+].[Cl-].[NH4+]>O1CCCC1>[CH3:23][CH:18]1[C:19](=[O:20])[NH:2][C:3]2=[C:16]3[C:11](=[N:10][C:9]4=[CH:8][CH:7]=[CH:6][C:5](=[C:4]24)[O:17]1)[CH2:12][CH2:13][CH2:14][CH2:15]3 |f:0.1,2.3,4.5|. Procedure: To a solution of the methyl α-[(9-amino-1,2,3,4-tetrahydroacridin-8-yl)oxy]propionate hydrate (3.7 g) in dry tetrahydrofuran (65 ml) was added potassium t-butoxide (1.62 g). The reaction mixture was stirred at room temperature for one hr, saturated ammonium chloride solution (18.2 ml) was added, and stirring was continued for one hr. The mixture was concentrated. The solution was cooled, the solid was collected, washed with water, and dried to yield 2.90 g (90%) of product, mp 200° C. (dec). Reactants: CC(=O)OC(C)=O, CCN(C(C)C)C(C)C, ClCCl, NCC1CC(c2nc(-c3ccc4ccc(-c5ccccc5)nc4c3)c3c(N)nccn23)C1. Yields the product CC(=O)NCC1CC(c2nc(-c3ccc4ccc(-c5ccccc5)nc4c3)c3c(N)nccn23)C1. As a reaction SMILES: [CH3:42][C:43](=[O:44])[O:45][C:46]([CH3:47])=[O:48].[CH:33]([N:34]([CH2:35][CH3:36])[CH:37]([CH3:38])[CH3:39])([CH3:40])[CH3:41].[Cl:49][CH2:50][Cl:51].[NH2:1][CH2:2][CH:3]1[CH2:4][CH:5]([c:7]2[n:8][c:9](-[c:17]3[cH:18][cH:19][c:20]4[cH:21][cH:22][c:23](-[c:27]5[cH:28][cH:29][cH:30][cH:31][cH:32]5)[n:24][c:25]4[cH:26]3)[c:10]3[n:11]2[cH:12][cH:13][n:14][c:15]3[NH2:16])[CH2:6]1>>[NH:1]([CH2:2][CH:3]1[CH2:4][CH:5]([c:7]2[n:8][c:9](-[c:17]3[cH:18][cH:19][c:20]4[cH:21][cH:22][c:23](-[c:27]5[cH:28][cH:29][cH:30][cH:31][cH:32]5)[n:24][c:25]4[cH:26]3)[c:10]3[n:11]2[cH:12][cH:13][n:14][c:15]3[NH2:16])[CH2:6]1)[C:43]([CH3:42])=[O:44].